From a dataset of the Open Reaction Database (ORD), a public repository of structured organic reaction records. describe an organic reaction: reactants, conditions, products, and yield The reactants are FC1=C(C(=CC=C1N1CCN(CC1)C)[N+](=O)[O-])N (2-Fluoro-3-(4-methyl-piperazin-1-yl)-6-nitro-phenylamine), [H-].[H-].[H-].[H-].[Li+].[Al+3] (LAH), O (water), [OH-].[Na+] (NaOH), O (water). Run in C1CCOC1 (THF), C1CCOC1 (THF). Conditions: temperature 0 celsius, time 30 minute. Yields the product FC1=C(C(=CC=C1N1CCN(CC1)C)N)N (3-Fluoro-4-(4-methyl-piperazin-1-yl)-benzene-1,2-diamine). As a reaction SMILES: [H-].[H-].[H-].[H-].[Li+].[Al+3].[F:7][C:8]1[C:13]([N:14]2[CH2:19][CH2:18][N:17]([CH3:20])[CH2:16][CH2:15]2)=[CH:12][CH:11]=[C:10]([N+:21]([O-])=O)[C:9]=1[NH2:24].O.[OH-].[Na+]>C1COCC1>[F:7][C:8]1[C:13]([N:14]2[CH2:19][CH2:18][N:17]([CH3:20])[CH2:16][CH2:15]2)=[CH:12][CH:11]=[C:10]([NH2:21])[C:9]=1[NH2:24] |f:0.1.2.3.4.5,8.9|. Procedure details: A flame dried 500 mL three-necked round bottom flask purged with N2 was charged with LAH (2.32 g, 58.0 mmol) and dry THF (60 mL). The resulting suspension was cooled to 0° C. and a suspension of t-butyl ester 1 (10.0 g, 29.0 mmol) in dry THF (60 mL) was slowly added while keeping the internal reaction temperature under 5° C. The reaction was stirred at 0° C. for 30 min then at rt for 30 min. After the reaction was judged complete, the mixture was treated with successive dropwise addition of wate... Starting materials: N[C@@H](CC1=CC=CC=C1)C(=O)O (phenylalanine), compound 6d, compound 6d, NC(C(=O)O)CCCCCC (2-amino-octanoic acid), N[C@@H](CCC1=CC=CC=C1)C(=O)O (homophenylalanine), CC#N (MeCN), C1(CCCCC1)N[C@@H](C)C(=O)O (cyclohexylalanine), N[C@@H](CCC1=CC=CC=C1)C(=O)O (homophenylalanine), C1=C(C=CC2=CC=CC=C12)N[C@@H](C)C(=O)O (2-naphtylalanine), N[C@@H](CC1=CC=CC=C1)C(=O)O (phenylalanine), C1(CCCCC1)N[C@@H](C)C(=O)O (cyclohexylalanine), C1=C(C=CC2=CC=CC=C12)N[C@@H](C)C(=O)O (2-naphtylalanine), NC(C(=O)O)CCCCCC (2-amino-octanoic acid). Yields the product NCCC1=CC(O)=C(O)C=C1 (Dopamine). As a reaction SMILES: N[C@H](C(O)=[O:11])CC1C=CC=CC=1.C1(N[C@H](C(O)=O)C)CCCCC1.C1C2C(=CC=CC=2)C=CC=1N[C@H](C(O)=O)C.N[C@H](C(O)=O)CCC1C=CC=CC=1.N[CH:55]([CH2:59][CH2:60][CH2:61][CH2:62]CC)[C:56]([OH:58])=O.[CH3:65][C:66]#[N:67]>>[NH2:67][CH2:66][CH2:65][C:60]1[CH:61]=[CH:62][C:56]([OH:58])=[C:55]([OH:11])[CH:59]=1. Procedure: Product characterization: Reverse phase HPLC: linear gradient from 15 to 65% MeCN in 15 minutes using a Symmetry C18 column (150×4.6 mm×5 μm, 100 Å, Waters), compound 6a tr: 7.83 min, compound 6b tr: 9.36 min, compound 6c tr: 9.61 min, compound 6d tr: 11.75 min, compound 6e tr: 7.85 min, compound 6f tr: 10.58 min. (Confirmed by HPLC-MS). Mass spectrometry (HPLC-MS): compound 6a: 516.5 Da, compound 6b: 522.5 Da, compound 6c: 566.2 Da, compound 6d: 640.4 Da, compound 6e: 530.3 Da, compound 6f: 510... Reactants: C1=NC=CC=2C3=CC=CC=C3NC12 (β-carboline), [H-].[Na+] (sodium hydride), C1=NC(=CC=2C3=CC=CC=C3NC12)C(=O)OC (methyl 9H-β-carboline-3-carboxylate), [Na] (sodium), ClC1=C(CCl)C=C(C=C1)Cl (2,5-dichlorobenzyl chloride). Run in O (water), CN(C)C=O (DMF). The product is ClC1=C(CN2C3=CC=CC=C3C=3C=C(N=CC23)C(=O)OC)C=C(C=C1)Cl (Methyl 9-(2,5-dichlorobenzyl)-9H-β-carboline-3-carboxylate). Isolated yield 88.0%. RXN SMILES: [H-].[Na+].[CH:3]1[C:15]2[NH:14][C:13]3[C:8](=[CH:9][CH:10]=[CH:11][CH:12]=3)[C:7]=2[CH:6]=[C:5]([C:16]([O:18][CH3:19])=[O:17])[N:4]=1.[Na].C1C2NC3C(=CC=CC=3)C=2C=CN=1.[Cl:34][C:35]1[CH:42]=[CH:41][C:40]([Cl:43])=[CH:39][C:36]=1[CH2:37]Cl>CN(C=O)C.O>[Cl:34][C:35]1[CH:42]=[CH:41][C:40]([Cl:43])=[CH:39][C:36]=1[CH2:37][N:14]1[C:15]2[CH:3]=[N:4][C:5]([C:16]([O:18][CH3:19])=[O:17])=[CH:6][C:7]=2[C:8]2[C:13]1=[CH:12][CH:11]=[CH:10][CH:9]=2 |f:0.1,^1:19|. Procedure details: To a suspension of sodium hydride (1.60 g of 60% dispersion in oil, 0.04 mol) in dry DMF (60 mL) was added methyl 9H-β-carboline-3-carboxylate (8.7 g, 0.0385 mol) at −20° C. with stirring. The mixture was allowed to warm to room temperature with stirring under nitrogen. After stirring for 10 minutes at room temperature, formation of the sodium salt of the β-carboline appeared to be complete, resulting in a clear brown solution. The reaction mixture was cooled in an ice bath, 2,5-dichlorobenzyl c... Reactants: O (water), C(C1=CC=CC=C1)OC(=O)N[C@H](C)C(=O)N[C@@H](CC(C)C)C(=O)OC (Nα -benzyloxycarbonyl-D-alanyl-L-leucine, methyl ester), Cl (hydrogen chloride). Reagents/catalysts: [Pd] (palladium on carbon). Solvent: CO (methanol), CO (methanol). Product: Cl.N[C@H](C)C(=O)N[C@@H](CC(C)C)C(=O)OC (D-Alanyl-L-leucine, methyl ester, hydrochloride). As a reaction SMILES: C(OC([NH:11][C@@H:12]([C:14]([NH:16][C@H:17]([C:22]([O:24][CH3:25])=[O:23])[CH2:18][CH:19]([CH3:21])[CH3:20])=[O:15])[CH3:13])=O)C1C=CC=CC=1.[ClH:26].O>CO.[Pd]>[ClH:26].[NH2:11][C@@H:12]([C:14]([NH:16][C@H:17]([C:22]([O:24][CH3:25])=[O:23])[CH2:18][CH:19]([CH3:20])[CH3:21])=[O:15])[CH3:13] |f:5.6|. Procedure details: A solution of 7 g. of Nα -benzyloxycarbonyl-D-alanyl-L-leucine, methyl ester in 100 ml. of methanol and 22 ml. of 0.95 l N hydrogen chloride in methanol is stirred with 500 mg. of 20% palladium on carbon catalyst under hydrogen at one inch water pressure until thin layer chromatography of a sample shows complete conversion (three to six hours). The solution is filtered to remove the catalyst and is evaporated to a foam. Solution in chloroform, 50 ml., and precipitation by ethyl ether affords an ...